Dataset: the Open Reaction Database (ORD), a public repository of structured organic reaction records. Task: describe an organic reaction: reactants, conditions, products, and yield Starting materials: CC([C@H](NC(=O)OCCCC=C)C(=O)O)(C)C (3-methyl-N-[(pent-4-enyloxy)carbonyl]-L-valine), C(C)(C)(C)OC[C@H](N)C(=O)O (O-(tert-butyl)-L-serine), CC(CO)(CCC=C)C (2,2-dimethylhex-5-en-1-ol). Yields the product C(C)(C)(C)OC[C@H](NC(=O)OCC(CCC=C)(C)C)C(=O)O (O-(tert-Butyl)-N-{[(2,2-dimethylhex-5-en-1-yl)oxy]carbonyl}-L-serine). RXN SMILES: CC(C)(C)[C@@H](C(O)=O)N[C:5](OCCCC=C)=[O:6].[C:18]([O:22][CH2:23][C@@H:24]([C:26]([OH:28])=[O:27])[NH2:25])([CH3:21])([CH3:20])[CH3:19].[CH3:29][C:30]([CH3:37])([CH2:33][CH2:34][CH:35]=[CH2:36])[CH2:31][OH:32]>>[C:18]([O:22][CH2:23][C@@H:24]([C:26]([OH:28])=[O:27])[NH:25][C:5]([O:32][CH2:31][C:30]([CH3:37])([CH3:29])[CH2:33][CH2:34][CH:35]=[CH2:36])=[O:6])([CH3:21])([CH3:19])[CH3:20]. Reported procedure: O-(tert-Butyl)-N-{[(2,2-dimethylhex-5-en-1-yl)oxy]carbonyl}-L-serine was prepared according to the procedure for 3-methyl-N-[(pent-4-enyloxy)carbonyl]-L-valine using O-(tert-butyl)-L-serine and 2,2-dimethylhex-5-en-1-ol. 1H NMR (500 MHz, CDCl3, ppm) δ 5.75-5.86 (m, 1H), 4.90-5.04 (m, 2H), 4.02 (m, 1H), 3.57-3.90 (m, 4H), 1.98-2.05 (m, 2H), 1.27-1.36 (m, 2H), 1.14 (s, 9H), 1.01 (d, J=6.5 Hz, 1H), and 6.09 (s, 6H).